Dataset: the Open Reaction Database (ORD), a public repository of structured organic reaction records. Task: describe an organic reaction: reactants, conditions, products, and yield Starting materials: COc1ccc(-c2cn(S(=O)(=O)c3ccc(C)cc3)c3ncccc23)cc1C=O, I, [NH4+], C1CCOC1, [OH-], O. Product: COc1ccc(-c2cn(S(=O)(=O)c3ccc(C)cc3)c3ncccc23)cc1C#N. As a reaction SMILES: [CH3:1][O:2][c:3]1[c:4]([CH:5]=[O:6])[cH:7][c:8](-[c:11]2[cH:12][n:13]([S:20](=[O:21])(=[O:22])[c:23]3[cH:24][cH:25][c:26]([CH3:29])[cH:27][cH:28]3)[c:14]3[n:15][cH:16][cH:17][cH:18][c:19]23)[cH:9][cH:10]1.[I:32].[NH4+:30].[O:33]1[CH2:34][CH2:35][CH2:36][CH2:37]1.[OH-:31].[OH2:38]>>[CH3:1][O:2][c:3]1[c:4]([C:5]#[N:30])[cH:7][c:8](-[c:11]2[cH:12][n:13]([S:20](=[O:21])(=[O:22])[c:23]3[cH:24][cH:25][c:26]([CH3:29])[cH:27][cH:28]3)[c:14]3[n:15][cH:16][cH:17][cH:18][c:19]23)[cH:9][cH:10]1. Product: Cc1cccc(Nc2nc(NCCCN)nc3cc[nH]c(=O)c23)c1. The reactants are Cc1cccc(Nc2nc(NCCCN(C(=O)[O-])C(C)(C)C)nc3cc[nH]c(=O)c23)c1, ClCCl, O=C(O)C(F)(F)F. RXN SMILES: [CH3:1][C:2]([N:5]([C:3](=[O:4])[O-:6])[CH2:9][CH2:10][CH2:11][NH:12][c:13]1[n:14][c:15]([NH:24][c:25]2[cH:26][c:27]([CH3:31])[cH:28][cH:29][cH:30]2)[c:16]2[c:17]([n:18]1)[cH:19][cH:20][nH:21][c:22]2=[O:23])([CH3:7])[CH3:8].[Cl:39][CH2:40][Cl:41].[F:32][C:33]([F:34])([F:35])[C:36]([OH:37])=[O:38]>>[NH2:5][CH2:9][CH2:10][CH2:11][NH:12][c:13]1[n:14][c:15]([NH:24][c:25]2[cH:26][c:27]([CH3:31])[cH:28][cH:29][cH:30]2)[c:16]2[c:17]([n:18]1)[cH:19][cH:20][nH:21][c:22]2=[O:23]. Starting materials: CSC1=C(C=CC=C1)C1=CC(=CN1)C=O (5-[2-(methylthio)phenyl]-1H-pyrrole-3-carbaldehyde), C1COCCOCCOCCOCCO1 (15-crown-5), N1=CC(=CC=C1)S(=O)(=O)Cl (pyridin-3-ylsulfonyl chloride), [H-].[Na+] (sodium hydride). The solvent is O1CCCC1 (tetrahydrofuran), O1CCCC1 (tetrahydrofuran), O (water). Reaction conditions: time 2 hour. Product: CSC1=C(C=CC=C1)C1=CC(=CN1S(=O)(=O)C=1C=NC=CC1)C=O (5-[2-(methylthio)phenyl]-1-(pyridin-3-ylsulfonyl)-1H-pyrrole-3-carbaldehyde). Yield: 68.7%. As a reaction SMILES: [H-].[Na+].[CH3:3][S:4][C:5]1[CH:10]=[CH:9][CH:8]=[CH:7][C:6]=1[C:11]1[NH:15][CH:14]=[C:13]([CH:16]=[O:17])[CH:12]=1.C1OCCOCCOCCOCCOC1.[N:33]1[CH:38]=[CH:37][CH:36]=[C:35]([S:39](Cl)(=[O:41])=[O:40])[CH:34]=1>O1CCCC1.O>[CH3:3][S:4][C:5]1[CH:10]=[CH:9][CH:8]=[CH:7][C:6]=1[C:11]1[N:15]([S:39]([C:35]2[CH:34]=[N:33][CH:38]=[CH:37][CH:36]=2)(=[O:41])=[O:40])[CH:14]=[C:13]([CH:16]=[O:17])[CH:12]=1 |f:0.1|. Reported procedure: To a suspension of sodium hydride (60% in oil, 40 mg) in tetrahydrofuran (3 mL) were added a solution of 5-[2-(methylthio)phenyl]-1H-pyrrole-3-carbaldehyde (150 mg) in tetrahydrofuran (5 mL), 15-crown-5 (182 mg) and pyridin-3-ylsulfonyl chloride (135 mg) under ice-cooling. After stirring at room temperature for 2 hr, water was added and the mixture was extracted with ethyl acetate. The extract was washed with saturated brine, dried over anhydrous sodium sulfate, and concentrated under reduced pr...